The task is: describe an organic reaction: reactants, conditions, products, and yield. This data is from the Open Reaction Database (ORD), a public repository of structured organic reaction records. Starting materials: NC1=NNC=C1 (3-amino pyrazole), C1(=CC=CC=C1)C(C(=O)OCC)C(=O)OCC (diethyl phenylmalonate). Solvent: C(CCC)N(CCCC)CCCC (N,N-dibutylbutan-1-amine). The product is C1(=CC=CC=C1)C=1C(=NC=2N(C1O)N=CC2)O (6-phenylpyrazolo[1,5-a]pyrimidine-5,7-diol). Reaction SMILES: [NH2:1][C:2]1[CH:6]=[CH:5][NH:4][N:3]=1.[C:7]1([CH:13]([C:19](OCC)=[O:20])[C:14](OCC)=[O:15])[CH:12]=[CH:11][CH:10]=[CH:9][CH:8]=1>C(N(CCCC)CCCC)CCC>[C:7]1([C:13]2[C:14]([OH:15])=[N:1][C:2]3[N:3]([N:4]=[CH:5][CH:6]=3)[C:19]=2[OH:20])[CH:12]=[CH:11][CH:10]=[CH:9][CH:8]=1. Procedure details: A solution of 9 g 3-amino pyrazole and 25.6 g diethyl phenylmalonate in N,N-dibutylbutan-1-amine is stirred at 185° C. over night. The reaction mixture consists of two layers after cooling to room temperature. The top layer is removed and the lower layer is diluted with dichloromethane and methanol. The resulting solution is concentrated and extracted with a mixture of diethyl ether and 10% w/w NaOH solution. The organic layer is discarded and aqueous layer acidified with concentrated HCl. The p... Starting materials: 78, C1(=CC=CC=C1)CN1CCC(CC1)(C(=O)O)NC1=CC(=CC=C1)C(F)(F)F (1-(phenylmethyl)-4-[3-(trifluoromethyl)phenylamino]-4-piperidinecarboxylic acid), CN(P(N(C)C)(N(C)C)=O)C (hexamethylphosphoric triamide), [H-].[Na+] (sodium hydride), IC (iodomethane). Run in CC1=CC=CC=C1 (Methylbenzene). Reaction conditions: time 1 hour. The product is C1(=CC=CC=C1)CN1CCC(CC1)(C(=O)OC)NC1=CC(=CC=C1)C(F)(F)F (methyl 1-(phenylmethyl)-4-[3-(trifluoromethyl)phenylamino]-4-piperidinecarboxylate). Reaction SMILES: [C:1]1([CH2:7][N:8]2[CH2:13][CH2:12][C:11]([NH:17][C:18]3[CH:23]=[CH:22][CH:21]=[C:20]([C:24]([F:27])([F:26])[F:25])[CH:19]=3)([C:14]([OH:16])=[O:15])[CH2:10][CH2:9]2)[CH:6]=[CH:5][CH:4]=[CH:3][CH:2]=1.[CH3:28]N(C)P(=O)(N(C)C)N(C)C.[H-].[Na+].IC>CC1C=CC=CC=1>[C:1]1([CH2:7][N:8]2[CH2:13][CH2:12][C:11]([NH:17][C:18]3[CH:23]=[CH:22][CH:21]=[C:20]([C:24]([F:27])([F:25])[F:26])[CH:19]=3)([C:14]([O:16][CH3:28])=[O:15])[CH2:10][CH2:9]2)[CH:2]=[CH:3][CH:4]=[CH:5][CH:6]=1 |f:2.3|. Procedure details: To a stirred solution of 78 parts of 1-(phenylmethyl)-4-[3-(trifluoromethyl)phenylamino]-4-piperidinecarboxylic acid in 470 parts of dry hexamethylphosphoric triamide are added portionwise 6.3 parts of sodium hydride dispersion 78% (slightly exothermic reaction). After stirring for one hour at room temperature, 29.3 parts of iodomethane are added dropwise. Upon completion, stirring is continued overnight at room temperature. Methylbenzene is added and the whole is washed with water. The organic ... Starting materials: CC(C)C[Mg+], CC(C)CCl, C1CCOC1, CC(C)C1OC(O)c2ccccc21, [Cl-], [Mg]. Yields the product CC(C)CC(O)c1ccccc1C(O)C(C)C. RXN SMILES: [CH2:15]([CH:16]([CH3:17])[CH3:18])[Mg+:19].[CH2:20]([Cl:21])[CH:22]([CH3:23])[CH3:24].[CH2:26]1[O:27][CH2:28][CH2:29][CH2:30]1.[CH:1]([CH3:2])([CH3:3])[CH:4]1[O:5][CH:6]([OH:13])[c:7]2[cH:8][cH:9][cH:10][cH:11][c:12]21.[Cl-:14].[Mg:25]>>[CH:1]([CH3:2])([CH3:3])[CH:4]([OH:5])[c:12]1[c:7]([CH:6]([OH:13])[CH2:15][CH:16]([CH3:17])[CH3:18])[cH:8][cH:9][cH:10][cH:11]1. Starting materials: C(=C)OCCONC(=O)C=1C(=C2C=NNC2=CC1)NC1=C(C=C(C=C1)I)F (4-(2-fluoro-4-iodophenylamino)-1H-indazole-5-carboxylic acid (2-vinyloxyethoxy)-amide), Cl (hydrochloric acid). Solvent: CO (methanol). Run at time 1 hour. Yields the product OCCONC(=O)C=1C(=C2C=NNC2=CC1)NC1=C(C=C(C=C1)I)F (4-(2-Fluoro-4-iodophenylamino)-1H-indazole-5-carboxylic acid (2-hydroxyethoxy)-amide), solid. The yield is 72.0%. RXN SMILES: C([O:3][CH2:4][CH2:5][O:6][NH:7][C:8]([C:10]1[C:11]([NH:19][C:20]2[CH:25]=[CH:24][C:23]([I:26])=[CH:22][C:21]=2[F:27])=[C:12]2[C:16](=[CH:17][CH:18]=1)[NH:15][N:14]=[CH:13]2)=[O:9])=C.Cl>CO>[OH:3][CH2:4][CH2:5][O:6][NH:7][C:8]([C:10]1[C:11]([NH:19][C:20]2[CH:25]=[CH:24][C:23]([I:26])=[CH:22][C:21]=2[F:27])=[C:12]2[C:16](=[CH:17][CH:18]=1)[NH:15][N:14]=[CH:13]2)=[O:9]. Procedure: To a solution of 4-(2-fluoro-4-iodophenylamino)-1H-indazole-5-carboxylic acid (2-vinyloxyethoxy)-amide (1.85 g, 3.84 mmol) in methanol (40 mL) was added hydrochloric acid (3 mL, 1N, 3 mmol). The reaction mixture was stirred at room temperature for 1 hour, during which an off-white solid precipitated. The reaction mixture was concentrated in vacuo and the residue triturated with hot methanol/water (10 mL, 1:1). The product was collected by filtration and dried in vacuo to yield the title compound... Starting materials: CC(C)=O, [O-][I+3]([O-])([O-])[O-], O, CC(C)(C)OC(=O)COCC1OC2(CCCCC2)OC1C(O)CCO. The product is CC(C)(C)OC(=O)COCC1OC2(CCCCC2)OC1C=O. RXN SMILES: [CH3:31][C:32](=[O:33])[CH3:34].[O-:26][I+3:27]([O-:28])([O-:29])[O-:30].[OH2:35].[OH:1][CH:2]([CH2:3][CH2:4][OH:5])[CH:6]1[CH:7]([CH2:16][O:17][CH2:18][C:19](=[O:20])[O:21][C:22]([CH3:23])([CH3:24])[CH3:25])[O:8][C:9]2([O:10]1)[CH2:11][CH2:12][CH2:13][CH2:14][CH2:15]2>>[O:1]=[CH:2][CH:6]1[CH:7]([CH2:16][O:17][CH2:18][C:19](=[O:20])[O:21][C:22]([CH3:23])([CH3:24])[CH3:25])[O:8][C:9]2([O:10]1)[CH2:11][CH2:12][CH2:13][CH2:14][CH2:15]2. Reported procedure: To a stirred solution of lithium aluminum hydride (0.73 g, 19.24 mmol, 2.2 equivalents) in anhydrous tetrahydrofuran (20 mL) at 0° C. was added dropwise a solution of (R)-1-(N-benzyloxycarbonylpyrrolidin-2-yl)-3-hydroxypropene (2.30 g, 8.80 mmol) in anhydrous tetrahydrofuran (20 mL). The resulting reaction mixture was heated at reflux under nitrogen for 3.5 hours. The resulting mixture was then cooled, and sodium sulfate decahydrate (10 g) was added slowly with caution. This mixture was stirred ... Yield: 90.9%. Yields the product OCC=C[C@@H]1N(CCC1)C ((R)-3-Hydroxy-1-(N-methylpyrrolidin-2-yl)propene). Starting materials: [H-].[Al+3].[Li+].[H-].[H-].[H-] (lithium aluminum hydride), C(C1=CC=CC=C1)OC(=O)N1[C@H](CCC1)C=CCO ((R)-1-(N-benzyloxycarbonylpyrrolidin-2-yl)-3-hydroxypropene), C(C)(=O)OCC (ethyl acetate), O.O.O.O.O.O.O.O.O.O.S(=O)(=O)([O-])[O-].[Na+].[Na+] (sodium sulfate decahydrate). As a reaction SMILES: [H-].[Al+3].[Li+].[H-].[H-].[H-].C(O[C:15]([N:17]1[CH2:21][CH2:20][CH2:19][C@@H:18]1[CH:22]=[CH:23][CH2:24][OH:25])=O)C1C=CC=CC=1.O.O.O.O.O.O.O.O.O.O.S([O-])([O-])(=O)=O.[Na+].[Na+].C(OCC)(=O)C>O1CCCC1.O>[OH:25][CH2:24][CH:23]=[CH:22][C@H:18]1[CH2:19][CH2:20][CH2:21][N:17]1[CH3:15] |f:0.1.2.3.4.5,7.8.9.10.11.12.13.14.15.16.17.18.19|. Conditions: time 1 hour. The solvent is O1CCCC1 (tetrahydrofuran), O1CCCC1 (tetrahydrofuran), O (water). The reactants are C(C)C1C(CCC(C(OC(C2CCCCN2C(C(C2(C(CC(C(C(CC(CC(=C1)C)C)OC)O2)OC)C)O)=O)=O)=O)C(=CC2CC(C(CC2)O)OC)C)C)=O (17-ethyl-1-hydroxy-12-[2'-(4"-hydroxy-3"-methoxycyclohexyl)-1'-methylvinyl]-23,25-dimethoxy-13,19,21,27-tetramethyl-11,28-dioxa-4-azatricyclo[22.3.1.04,9 ]octacos-18-ene-2,3,10,16-tetraone), C(C)(=O)O.C(C)(=O)O.C1=C(C=CC2=CC=CC=C12)[Bi](C1=CC2=CC=CC=C2C=C1)C1=CC2=CC=CC=C2C=C1 (tri(2-naphthyl)bismuth diacetate), C(C)(=O)O (acetic acid), C(O)(O)=O.C1=C(C=CC2=CC=CC=C12)[Bi](C1=CC2=CC=CC=C2C=C1)C1=CC2=CC=CC=C2C=C1 (tri(2-naphthyl)bismuth carbonate). Reagents/catalysts: CC(=O)[O-].CC(=O)[O-].[Cu+2] (Cu(OAc)2). The solvent is C(Cl)Cl (CH2Cl2), C(=O)(O)[O-].[Na+] (NaHCO3), C(Cl)Cl (CH2Cl2). Conditions: temperature 40 celsius, time 6 hour. The product is C(C)C1C(CCC(C(OC(C2CCCCN2C(C(C2(C(CC(C(C(CC(CC(=C1)C)C)OC)O2)OC)C)O)=O)=O)=O)C(=CC2CC(C(CC2)OC2=CC1=CC=CC=C1C=C2)OC)C)C)=O (17-ethyl-1-hydroxy-12-[2'-(4"-(naphth-2-yloxy)-3"-methoxycyclohexyl)-1'-methylvinyl]-23,25-dimethoxy-13,19,21,27-tetramethyl-11,28-dioxa-4-azatricyclo[22.3.1.04,9 ]octacos-18-ene-2,3,10,16-tetraone). RXN SMILES: [CH2:1]([CH:3]1[CH:29]=[C:28]([CH3:30])[CH2:27][CH:26]([CH3:31])[CH2:25][CH:24]([O:32][CH3:33])[CH:23]2[O:34][C:19]([OH:38])([CH:20]([CH3:37])[CH2:21][CH:22]2[O:35][CH3:36])[C:18](=[O:39])[C:17](=[O:40])[N:16]2[CH:11]([CH2:12][CH2:13][CH2:14][CH2:15]2)[C:10](=[O:41])[O:9][CH:8]([C:42]([CH3:53])=[CH:43][CH:44]2[CH2:49][CH2:48][CH:47]([OH:50])[CH:46]([O:51][CH3:52])[CH2:45]2)[CH:7]([CH3:54])[CH2:6][CH2:5][C:4]1=[O:55])[CH3:2].C(O)(=O)C.C(O)(=O)C.[CH:64]1[C:73]2[C:68](=[CH:69][CH:70]=[CH:71][CH:72]=2)[CH:67]=[CH:66][C:65]=1[Bi](C1C=CC2C(=CC=CC=2)C=1)C1C=CC2C(=CC=CC=2)C=1.C(O)(=O)C.C(=O)(O)O.C1C2C(=CC=CC=2)C=CC=1[Bi](C1C=CC2C(=CC=CC=2)C=1)C1C=CC2C(=CC=CC=2)C=1>C(Cl)Cl.C([O-])(O)=O.[Na+].CC([O-])=O.CC([O-])=O.[Cu+2]>[CH2:1]([CH:3]1[CH:29]=[C:28]([CH3:30])[CH2:27][CH:26]([CH3:31])[CH2:25][CH:24]([O:32][CH3:33])[CH:23]2[O:34][C:19]([OH:38])([CH:20]([CH3:37])[CH2:21][CH:22]2[O:35][CH3:36])[C:18](=[O:39])[C:17](=[O:40])[N:16]2[CH:11]([CH2:12][CH2:13][CH2:14][CH2:15]2)[C:10](=[O:41])[O:9][CH:8]([C:42]([CH3:53])=[CH:43][CH:44]2[CH2:49][CH2:48][CH:47]([O:50][C:66]3[CH:65]=[CH:64][C:73]4[C:68](=[CH:69][CH:70]=[CH:71][CH:72]=4)[CH:67]=3)[CH:46]([O:51][CH3:52])[CH2:45]2)[CH:7]([CH3:54])[CH2:6][CH2:5][C:4]1=[O:55])[CH3:2] |f:1.2.3,5.6,8.9,10.11.12|. Procedure: To a stirred mixture of 17-ethyl-1-hydroxy-12-[2'-(4"-hydroxy-3"-methoxycyclohexyl)-1'-methylvinyl]-23,25-dimethoxy-13,19,21,27-tetramethyl-11,28-dioxa-4-azatricyclo[22.3.1.04,9 ]octacos-18-ene-2,3,10,16-tetraone (300 mg, 0.39 mmol, 1 eq) and Cu(OAc)2 (15 mg, 0.083 mmol, 0.21 eq) in CH2Cl2 (5 ml) in a round bottom flask equipped with a magnetic stir-bar was added tri(2-naphthyl)bismuth diacetate [prepared immediately prior to use by addition of acetic acid to a suspension of tri(2-naphthyl)bismu... Reactants: ClC1=C(C=CC=C1)SC (2-chlorothioanisole), [Cl-].[Al+3].[Cl-].[Cl-] (aluminum chloride), C1(=CC=CC=C1)CC(=O)Cl (phenylacetyl chloride), Cl (hydrochloric acid). The solvent is ClCCl (dichloromethane). Reaction conditions: time 12 hour. Yields the product ClC=1C=C(C=CC1SC)C(CC1=CC=CC=C1)=O (1-{3-chloro-4-(methylthio)phenyl}-2-phenyl-ethanone). Yield: 68.8%. As a reaction SMILES: [Cl:1][C:2]1[CH:7]=[CH:6][CH:5]=[CH:4][C:3]=1[S:8][CH3:9].[Cl-].[Al+3].[Cl-].[Cl-].[C:14]1([CH2:20][C:21](Cl)=[O:22])[CH:19]=[CH:18][CH:17]=[CH:16][CH:15]=1.Cl>ClCCl>[Cl:1][C:2]1[CH:7]=[C:6]([C:21](=[O:22])[CH2:20][C:14]2[CH:19]=[CH:18][CH:17]=[CH:16][CH:15]=2)[CH:5]=[CH:4][C:3]=1[S:8][CH3:9] |f:1.2.3.4|. Procedure: To a stirred solution of 2-chlorothioanisole (3.0 g) in 120 ml dichloromethane, were added slowly first 2.8 g of aluminum chloride and 3.0 g of phenylacetyl chloride at 0° C. The reaction mixture was stirred at the temperature for 12 hours. Then the reaction solution was poured onto ice and aqueous hydrochloric acid. The quenched solution was stirred for 30 minutes and extracted with dichloromethane (80 ml×3). The organic layer was washed with brine and was dried over anhydrous magnesium sulfate... The reactants are O=C([O-])[O-], CN(C)CCCl, Cl, O=C1CCc2cccc(F)c2N1, [K+], [K+]. Yields the product CN(C)CCN1C(=O)CCc2cccc(F)c21. As a reaction SMILES: [C:20](=[O:21])([O-:22])[O-:23].[Cl:14][CH2:15][CH2:16][N:17]([CH3:18])[CH3:19].[ClH:13].[F:1][c:2]1[cH:3][cH:4][cH:5][c:6]2[c:11]1[NH:10][C:9](=[O:12])[CH2:8][CH2:7]2.[K+:24].[K+:25]>>[F:1][c:2]1[cH:3][cH:4][cH:5][c:6]2[c:11]1[N:10]([CH2:15][CH2:16][N:17]([CH3:18])[CH3:19])[C:9](=[O:12])[CH2:8][CH2:7]2.